Dataset: the Open Reaction Database (ORD), a public repository of structured organic reaction records. Task: describe an organic reaction: reactants, conditions, products, and yield The reactants are N[C@H]([C@H](O)C1=CC=C(C=C1)I)CF ((1R,2R)-2-Amino-3-fluoro-1-(4-iodo-phenyl)-propan-1-ol), [N-]=[N+]=[N-].[Na+] (NaN3), Na ascorbate, CuSO4.5H2O, N1[C@H](C(=O)O)CCC1 (L-proline), C(=O)([O-])[O-].[K+].[K+] (K2CO3). The solvent is CS(=O)C.O (dimethylsulfoxide water), O (water). Run at temperature 60 celsius. Yields the product N[C@H]([C@H](O)C1=CC=C(C=C1)N=[N+]=[N-])CF ((1R,2R)-2-Amino-1-(4-azido-phenyl) -3-fluoro-propan-1-ol). Yield: 84.4%. As a reaction SMILES: [NH2:1][C@@H:2]([CH2:12][F:13])[C@@H:3]([C:5]1[CH:10]=[CH:9][C:8](I)=[CH:7][CH:6]=1)[OH:4].[N-:14]=[N+:15]=[N-:16].[Na+].N1CCC[C@H]1C(O)=O.C([O-])([O-])=O.[K+].[K+]>CS(C)=O.O.O>[NH2:1][C@@H:2]([CH2:12][F:13])[C@@H:3]([C:5]1[CH:10]=[CH:9][C:8]([N:14]=[N+:15]=[N-:16])=[CH:7][CH:6]=1)[OH:4] |f:1.2,4.5.6,7.8|. Procedure details: To the stirred solution of (1R,2R)-2-Amino-3-fluoro-1-(4-iodo-phenyl)-propan-1-ol (1 g, 3.38 mmol) in dimethylsulfoxide: water (9:1, 10 mL) is added NaN3 (0.26 g, 3.99 mmol), Na-ascorbate (0.1 g, 0.50 mmol), CuSO4.5H2O (0.17 g, 0.68 mmol), L-proline (78 mg, 0.67 mmol), K2CO3 (93 mg 0.67 mmol) and resulting reaction mixture heated to 60° C. for 5 hours. Diluted with cold water and extracted with ethylacetate and washed with excess of water and brine. Organic layer dried over sodium sulphate and s... The reactants are CC(Br)C(=O)c1ccc(O)cc1, c1ccc(Cc2ccncc2)cc1, CO, CCO. The product is [Br-], CC(C(=O)c1ccc(O)cc1)[n+]1ccc(Cc2ccccc2)cc1. RXN SMILES: [Br:1][CH:2]([C:3](=[O:4])[c:5]1[cH:6][cH:7][c:8]([OH:11])[cH:9][cH:10]1)[CH3:12].[CH2:13]([c:14]1[cH:15][cH:16][cH:17][cH:18][cH:19]1)[c:20]1[cH:21][cH:22][n:23][cH:24][cH:25]1.[CH3:26][OH:27].[CH3:28][CH2:29][OH:30]>>[Br-:1].[CH:2]([C:3](=[O:4])[c:5]1[cH:6][cH:7][c:8]([OH:11])[cH:9][cH:10]1)([CH3:12])[n+:23]1[cH:22][cH:21][c:20]([CH2:13][c:14]2[cH:15][cH:16][cH:17][cH:18][cH:19]2)[cH:25][cH:24]1.